Dataset: the Open Reaction Database (ORD), a public repository of structured organic reaction records. Task: describe an organic reaction: reactants, conditions, products, and yield Starting materials: C(C)(C)(C)OC(=O)N1C[C@H]([C@@H](C1)CN(C(C1=CC(=C(C=C1)OC)OCCCOC)=O)C(C)C)CO ((3S,4R)-3-hydroxymethyl-4-({isopropyl-[4-methoxy-3-(3-methoxy-propoxy)-benzoyl]-amino}-methyl)-pyrrolidine-1-carboxylic acid tert-butyl ester), CH2CO2 MeOH, CC#N.O (CH3CN H2O), CC#N (CH3CN), CC#N (CH3CN). Solvent: O (H2O). The product is C(C)(C)(C)OC(=O)N1C[C@H]([C@@H](C1)CN(C(C1=CC(=C(C=C1)OC)OCCCOC)=O)C(C)C)C=O ((3S ,4R)-3-Formyl-4-({isopropyl-[4-methoxy-3-(3-methoxy-propoxy)-benzoyl]-amino}-methyl)-pyrrolidine-1-carboxylic acid tert-butyl ester). Reaction SMILES: [C:1]([O:5][C:6]([N:8]1[CH2:12][C@@H:11]([CH2:13][N:14]([CH:31]([CH3:33])[CH3:32])[C:15](=[O:30])[C:16]2[CH:21]=[CH:20][C:19]([O:22][CH3:23])=[C:18]([O:24][CH2:25][CH2:26][CH2:27][O:28][CH3:29])[CH:17]=2)[C@H:10]([CH2:34][OH:35])[CH2:9]1)=[O:7])([CH3:4])([CH3:3])[CH3:2].CC#N.O.CC#N>O>[C:1]([O:5][C:6]([N:8]1[CH2:12][C@@H:11]([CH2:13][N:14]([CH:31]([CH3:32])[CH3:33])[C:15](=[O:30])[C:16]2[CH:21]=[CH:20][C:19]([O:22][CH3:23])=[C:18]([O:24][CH2:25][CH2:26][CH2:27][O:28][CH3:29])[CH:17]=2)[C@H:10]([CH:34]=[O:35])[CH2:9]1)=[O:7])([CH3:4])([CH3:3])[CH3:2] |f:1.2|. Reported procedure: The title compound is prepared analogously as described for the title compound under E in Scheme 5 from (3S,4R)-3-hydroxymethyl-4-({isopropyl-[4-methoxy-3-(3-methoxy-propoxy)-benzoyl]-amino}-methyl)-pyrrolidine-1-carboxylic acid tert-butyl ester. TLC, Rf (CH2CO2/MeOH 95:5)=0.3. tR (HPLC, Macherey-Nagel Nucleosil C18 column, 10-100% CH3CN/H2O/5 min, 100% CH3CN/3 min, CH3CN and H2O containing 0.1% TFA, flow: 1.5 ml/min): 5.16 min. Reactants: CCO, O=[N+]([O-])c1ccc(NC(=S)NCc2ccncc2)cc1, NN, O. The product is Nc1ccc(NC(=S)NCc2ccncc2)cc1. Reaction SMILES: [CH3:24][CH2:25][OH:26].[N+:1]([O-:2])(=[O:3])[c:4]1[cH:5][cH:6][c:7]([NH:10][C:11](=[S:12])[NH:13][CH2:14][c:15]2[cH:16][cH:17][n:18][cH:19][cH:20]2)[cH:8][cH:9]1.[NH2:22][NH2:23].[OH2:21]>>[NH2:1][c:4]1[cH:5][cH:6][c:7]([NH:10][C:11](=[S:12])[NH:13][CH2:14][c:15]2[cH:16][cH:17][n:18][cH:19][cH:20]2)[cH:8][cH:9]1. Reactants: [F-].[K+] (potassium fluoride), C(C)(=O)OCC (ethyl acetate), O (water), ClC1=CN=C(C(=N1)C#N)OC1=CC=C(C=C1)OC (6-chloro-3-(4-methoxyphenoxy)-2-pyrazinecarbonitrile). Solvent: CS(=O)C (dimethyl sulfoxide). Reaction conditions: temperature 105 celsius, time 3 hour. The product is FC1=CN=C(C(=N1)C#N)OC1=CC=C(C=C1)OC (6-fluoro-3-(4-methoxyphenoxy)-2-pyrazinecarbonitrile). Yield: 79.3%. As a reaction SMILES: Cl[C:2]1[N:7]=[C:6]([C:8]#[N:9])[C:5]([O:10][C:11]2[CH:16]=[CH:15][C:14]([O:17][CH3:18])=[CH:13][CH:12]=2)=[N:4][CH:3]=1.[F-:19].[K+].C(OCC)(=O)C.O>CS(C)=O>[F:19][C:2]1[N:7]=[C:6]([C:8]#[N:9])[C:5]([O:10][C:11]2[CH:16]=[CH:15][C:14]([O:17][CH3:18])=[CH:13][CH:12]=2)=[N:4][CH:3]=1 |f:1.2|. Reported procedure: In 39 mL of dimethyl sulfoxide was dissolved 1.95 g of 6-chloro-3-(4-methoxyphenoxy)-2-pyrazinecarbonitrile. After adding 2.16 g of potassium fluoride, the mixture thus obtained was stirred at 100-110° C. for 3 hours. The reaction mixture was returned to room temperature, a mixture of 40 mL of ethyl acetate and 200 mL of water was added, and the organic layer was separated. The organic layer thus obtained was washed with saturated aqueous solution of sodium chloride and dried on anhydrous magnes...